From a dataset of the Open Reaction Database (ORD), a public repository of structured organic reaction records. describe an organic reaction: reactants, conditions, products, and yield Reactants: C(C)(=O)N1C(C(C2=CC=C(C=C12)C(=O)OC)=C(C1=CC=CC=C1)OCC)=O (1-acetyl-3-(1-ethoxy-1-phenylmethylene)-6-methoxycarbonyl-2-indolinone), CN(CCN(C(C)=O)C1=C(C=C(N)C=C1)Br)C (4-(N-(2-dimethylamino-ethyl)-N-acetyl-amino)-3-bromo-aniline). Yields the product CN(CCN(C(C)=O)C1=C(C=C(N\C(\C2=CC=CC=C2)=C\2/C(NC3=CC(=CC=C23)C(=O)OC)=O)C=C1)Br)C (3-Z-[1-(4-(N-(2-dimethylamino-ethyl)-N-acetyl-amino)-3-bromo-anilino)-1-phenyl-methylene]6-methoxycarbonyl-2-indolinone). As a reaction SMILES: C([N:4]1[C:12]2[C:7](=[CH:8][CH:9]=[C:10]([C:13]([O:15][CH3:16])=[O:14])[CH:11]=2)[C:6](=[C:17](OCC)[C:18]2[CH:23]=[CH:22][CH:21]=[CH:20][CH:19]=2)[C:5]1=[O:27])(=O)C.[CH3:28][N:29]([CH3:44])[CH2:30][CH2:31][N:32]([C:36]1[CH:42]=[CH:41][C:39]([NH2:40])=[CH:38][C:37]=1[Br:43])[C:33](=[O:35])[CH3:34]>>[CH3:44][N:29]([CH3:28])[CH2:30][CH2:31][N:32]([C:36]1[CH:42]=[CH:41][C:39]([NH:40]/[C:17](=[C:6]2\[C:5](=[O:27])[NH:4][C:12]3[C:7]\2=[CH:8][CH:9]=[C:10]([C:13]([O:15][CH3:16])=[O:14])[CH:11]=3)/[C:18]2[CH:23]=[CH:22][CH:21]=[CH:20][CH:19]=2)=[CH:38][C:37]=1[Br:43])[C:33](=[O:35])[CH3:34]. Reported procedure: Prepared from 1-acetyl-3-(1-ethoxy-1-phenylmethylene)-6-methoxycarbonyl-2-indolinone and 4-(N-(2-dimethylamino-ethyl)-N-acetyl-amino)-3-bromo-aniline Rf value: 0.6 (silica gel, methylene chloride/methanol=5:1) C29H29BrN4O4 Reactants: FC1=CC=C(CC(C(=O)OC)C(C)=O)C=C1 (methyl 2-(4-fluorobenzyl)-3-oxobutanoate), [OH-].[K+] (KOH), ice, NC1=CC=C(C=C1)C (p-toluidine), N(=O)[O-].[Na+] (NaNO2). Solvent: O (water), C(C)O (ethanol), Cl (HCl), O (water). Product: 4-tolylhydrazone, O=C(C(=O)OC)CC1=CC=C(C=C1)F (methyl 2-oxo-3-(4-fluorophenyl)-propanoate). Isolated yield 150.9%. Reaction SMILES: NC1C=CC(C)=CC=1.N([O-])=O.[Na+].[F:13][C:14]1[CH:28]=[CH:27][C:17]([CH2:18][CH:19](C(=O)C)[C:20]([O:22][CH3:23])=[O:21])=[CH:16][CH:15]=1.[OH-:29].[K+]>Cl.O.C(O)C>[O:29]=[C:19]([CH2:18][C:17]1[CH:27]=[CH:28][C:14]([F:13])=[CH:15][CH:16]=1)[C:20]([O:22][CH3:23])=[O:21] |f:1.2,4.5|. Procedure: To a solution of p-toluidine (119.4 g) in conc. aqueous HCl (575 ml) was added a solution of NaNO2 (84.6 g) in water (500 ml) at 0°-5° C. during 1.5 h. The reaction mixture was added in one portion to a mixture of methyl 2-(4-fluorobenzyl)-3-oxobutanoate (250 g), KOH (220 g), water (0.5 l), ethanol (1.25 l) and ice (2 kg) under stirring. After reaction for 2 h at room temperature the reaction mixture was extracted with diethyl ether (2×2 l). The combined organic phases were washed with water (3 ... Reactants: OC1=CC=C(C=C1)C(C)=O (4′-hydroxyacetophenone), C1(CCCCC1)CCO (2-cyclohexylethanol). Product: C1(CCCCC1)CCC1=CC=C(C=C1)C(C)=O (4′-(Cyclohexylethyl)acetophenone). RXN SMILES: O[C:2]1[CH:7]=[CH:6][C:5]([C:8](=[O:10])[CH3:9])=[CH:4][CH:3]=1.[CH:11]1([CH2:17][CH2:18]O)[CH2:16][CH2:15][CH2:14][CH2:13][CH2:12]1>>[CH:11]1([CH2:17][CH2:18][C:2]2[CH:7]=[CH:6][C:5]([C:8](=[O:10])[CH3:9])=[CH:4][CH:3]=2)[CH2:16][CH2:15][CH2:14][CH2:13][CH2:12]1. Procedure: This compound was synthesized from 4′-hydroxyacetophenone and 2-cyclohexylethanol according to general method 5 described earlier. Reactants: C1CCOC1, COc1cc2ncnc(Oc3cccc(N)c3F)c2cc1OC, CC(C)(F)c1cc(NC(=O)Oc2ccc(Cl)cc2)on1. Yields the product COc1cc2ncnc(Oc3cccc(NC(=O)Nc4cc(C(C)(C)F)no4)c3F)c2cc1OC. As a reaction SMILES: [CH2:44]1[O:45][CH2:46][CH2:47][CH2:48]1.[CH3:21][O:22][c:23]1[cH:24][c:25]2[c:26]([O:35][c:36]3[c:37]([F:43])[c:38]([NH2:39])[cH:40][cH:41][cH:42]3)[n:27][cH:28][n:29][c:30]2[cH:31][c:32]1[O:33][CH3:34].[F:1][C:2]([CH3:3])([CH3:4])[c:5]1[n:6][o:7][c:8]([NH:10][C:11]([O:12][c:13]2[cH:14][cH:15][c:16]([Cl:17])[cH:18][cH:19]2)=[O:20])[cH:9]1>>[F:1][C:2]([CH3:3])([CH3:4])[c:5]1[n:6][o:7][c:8]([NH:10][C:11](=[O:20])[NH:39][c:38]2[c:37]([F:43])[c:36]([O:35][c:26]3[c:25]4[cH:24][c:23]([O:22][CH3:21])[c:32]([O:33][CH3:34])[cH:31][c:30]4[n:29][cH:28][n:27]3)[cH:42][cH:41][cH:40]2)[cH:9]1. The reactants are ClC1=NC2=CC=C(C=C2C(=C1)OC)C (2-chloro-4-methoxy-6-methylquinoline), NCCCNCC1=CC(=C(C=C1)Cl)Cl (N-(3-aminoprop-1-yl)-3,4-dichlorobenzylamine), CO.N.C(Cl)Cl (MeOH NH3 CH2Cl2). Conditions: temperature 100 celsius, time 15 hour. Yields the product ClC=1C=C(CNCCCNC2=NC3=CC=C(C=C3C(=C2)OC)C)C=CC1Cl (2-[3-(3,4-Dichlorobenzylamino)prop-1-ylamino]-4-methoxy-6-methylquinoline). RXN SMILES: Cl[C:2]1[CH:11]=[C:10]([O:12][CH3:13])[C:9]2[C:4](=[CH:5][CH:6]=[C:7]([CH3:14])[CH:8]=2)[N:3]=1.[NH2:15][CH2:16][CH2:17][CH2:18][NH:19][CH2:20][C:21]1[CH:26]=[CH:25][C:24]([Cl:27])=[C:23]([Cl:28])[CH:22]=1.CO.N.C(Cl)Cl>>[Cl:28][C:23]1[CH:22]=[C:21]([CH:26]=[CH:25][C:24]=1[Cl:27])[CH2:20][NH:19][CH2:18][CH2:17][CH2:16][NH:15][C:2]1[CH:11]=[C:10]([O:12][CH3:13])[C:9]2[C:4](=[CH:5][CH:6]=[C:7]([CH3:14])[CH:8]=2)[N:3]=1 |f:2.3.4|. Reported procedure: A mixture of 2-chloro-4-methoxy-6-methylquinoline (94 mg, 0.45 mmol) and N-(3-aminoprop-1-yl)-3,4-dichlorobenzylamine (0.21 g) was heated at 70° C. for 15 h, at 100° C. for 2 h, and then at 120° C. for 15 h. The resulting mixture was submitted to column chromatography (silica gel, MeOH:NH3:CH2Cl2 20:2:100) to give the title compound as a red film, (65 mg, 36%). δH (CDCl3) 1.72-1.89 (m, 3H+H2O), 2.42 (s, 3H), 2.74 (t, J=6.4, 2H), 3.53-3.65 (m, 2H), 3.71 (s, 2H), 3.94 (s, 3H), 5.06 (br, s, 1H), 5.... The reactants are Na2WO4·2H2O, CC=1C(=NC=CC1OCC(F)(F)F)CSC1=NC2=C(N1)C=CC=C2 (2-[[[3-methyl-4-(2,2,2-trifluoroethoxy)-2-pyridinyl]methyl]thio]-1H-benzimidazole), C(C)(=O)O (acetic acid), [O-]S(=O)(=S)[O-].[Na+].[Na+] (Na2S2O3). Solvent: OO (H2O2), O (water), C(C)O (ethanol). Reaction conditions: time 30 minute. Product: CC=1C(=CC=NC1C[S+](C=2NC=3C=CC=CC3N2)[O-])OCC(F)(F)F (Lansoprazole). Isolated yield 63.0%. As a reaction SMILES: [CH3:1][C:2]1[C:3]([CH2:14][S:15][C:16]2[NH:20][C:19]3[CH:21]=[CH:22][CH:23]=[CH:24][C:18]=3[N:17]=2)=[N:4][CH:5]=[CH:6][C:7]=1[O:8][CH2:9][C:10]([F:13])([F:12])[F:11].[O-:25]S([O-])(=S)=O.[Na+].[Na+].C(O)(=O)C>C(O)C.OO.O>[CH3:1][C:2]1[C:7]([O:8][CH2:9][C:10]([F:12])([F:11])[F:13])=[CH:6][CH:5]=[N:4][C:3]=1[CH2:14][S+:15]([O-:25])[C:16]1[NH:20][C:19]2[CH:21]=[CH:22][CH:23]=[CH:24][C:18]=2[N:17]=1 |f:1.2.3|. Procedure details: 0.5 g of 2-[[[3-methyl-4-(2,2,2-trifluoroethoxy)-2-pyridinyl]methyl]thio]-1H-benzimidazole was suspended in 7 ml of ethanol at room temperature. 0.025 g of Na2WO4·2H2O oxidation catalyst was dissolved in 0.141 g H2O2 (35% aqueous solution), and further diluted with 2 ml of water. The oxidant/catalyst solution was added to the reactant suspension dropwise so that the addition was completed in about 30 minutes while stirring at room temperature. The reaction was continued for additional 8 hours wh... Starting materials: CCN=C=NCCCN(C)C, CCN(C(C)C)C(C)C, Cl, NCC(=O)N1CCN(C(=O)c2ccccc2C(F)(F)F)CC1, CN(C)C=O, O, On1nnc2ccccc21, O=C(O)c1cc2ccccc2[nH]1. Product: O=C(NCC(=O)N1CCN(C(=O)c2ccccc2C(F)(F)F)CC1)c1cc2ccccc2[nH]1. RXN SMILES: [CH3:32][CH2:33][N:34]=[C:35]=[N:36][CH2:37][CH2:38][CH2:39][N:40]([CH3:41])[CH3:42].[CH:1]([N:2]([CH2:3][CH3:4])[CH:5]([CH3:6])[CH3:7])([CH3:8])[CH3:9].[ClH:43].[NH2:44][CH2:45][C:46](=[O:47])[N:48]1[CH2:49][CH2:50][N:51]([C:54]([c:55]2[c:56]([C:61]([F:62])([F:63])[F:64])[cH:57][cH:58][cH:59][cH:60]2)=[O:65])[CH2:52][CH2:53]1.[O:66]=[CH:67][N:68]([CH3:69])[CH3:70].[OH2:71].[OH:22][n:23]1[c:24]2[c:25]([cH:26][cH:27][cH:28][cH:29]2)[n:30][n:31]1.[nH:10]1[c:11]([C:19](=[O:20])[OH:21])[cH:12][c:13]2[cH:14][cH:15][cH:16][cH:17][c:18]12>>[nH:10]1[c:11]([C:19](=[O:21])[NH:44][CH2:45][C:46](=[O:47])[N:48]2[CH2:49][CH2:50][N:51]([C:54]([c:55]3[c:56]([C:61]([F:62])([F:63])[F:64])[cH:57][cH:58][cH:59][cH:60]3)=[O:65])[CH2:52][CH2:53]2)[cH:12][c:13]2[cH:14][cH:15][cH:16][cH:17][c:18]12. The reactants are COC=1SC=CC1 (2-methoxythiophene), C1=C(C=CC2=CC=CC=C12)OCCO (2-(2-naphthalenyloxy)ethanol). The reagents and catalysts are C1(=CC=C(C=C1)S(=O)(=O)O)C (para-toluenesulfonic acid). Run in C1=CC=CC=C1 (benzene). Yields the product C1=C(C=CC2=CC=CC=C12)OCCOC=1SC=CC1 (2-[[2-(2-naphthalenyloxy)ethyl]oxy]thiophene). Isolated yield 49.6%. Reaction SMILES: [CH3:1][O:2][C:3]1[S:4][CH:5]=[CH:6][CH:7]=1.[CH:8]1[C:17]2[C:12](=[CH:13][CH:14]=[CH:15][CH:16]=2)[CH:11]=[CH:10][C:9]=1[O:18][CH2:19]CO>C1C=CC=CC=1.C1(C)C=CC(S(O)(=O)=O)=CC=1>[CH:8]1[C:17]2[C:12](=[CH:13][CH:14]=[CH:15][CH:16]=2)[CH:11]=[CH:10][C:9]=1[O:18][CH2:19][CH2:1][O:2][C:3]1[S:4][CH:5]=[CH:6][CH:7]=1. Reported procedure: A solution of 2-methoxythiophene (2.28 g) and 2-(2-naphthalenyloxy)ethanol (4.0 g) in benzene (35 mL) containing para-toluenesulfonic acid (0.02 g) was stirred at reflux for 3 days in a flask equipped with a Soxhlet extractor charged with 4 Å molecular sieves. The mixture was cooled, washed with 0.5N sodium hydroxide solution, dried over anhydrous magnesium sulfate (MgSO4) and evaporated. Crystallization of the residual material from ethanol (30 mL) provided 2.68 g of 2-[[2-(2-naphthalenyloxy)et...